Dataset: the Open Reaction Database (ORD), a public repository of structured organic reaction records. Task: describe an organic reaction: reactants, conditions, products, and yield Starting materials: OC(C(=O)OC)CC(CC(=O)OCC)O (1-methyl 6-ethyl 2,4-dihydroxyadipate), COC(C)(C)OC (dimethoxypropane), C1(=CC=C(C=C1)S(=O)(=O)[O-])C.[NH+]1=CC=CC=C1 (pyridinium p-toluenesulfonate), CO (methanol). Run in C(Cl)Cl (methylene chloride), C(Cl)Cl (methylene chloride), C(Cl)Cl (methylene chloride). Reaction conditions: time 1 hour. Product: COC(=O)C1OC(OC(C1)CC(=O)OCC)(C)C (2-methoxycarbonyl-4-ethoxycarbonylmethyl-6,6-dimethyl-1,5-dioxane). The yield is 73.3%. RXN SMILES: [OH:1][CH:2]([CH2:7][CH:8]([OH:15])[CH2:9][C:10]([O:12][CH2:13][CH3:14])=[O:11])[C:3]([O:5][CH3:6])=[O:4].CO[C:18](OC)([CH3:20])[CH3:19].C1(C)C=CC(S([O-])(=O)=O)=CC=1.[NH+]1C=CC=CC=1.CO>C(Cl)Cl>[CH3:6][O:5][C:3]([CH:2]1[CH2:7][CH:8]([CH2:9][C:10]([O:12][CH2:13][CH3:14])=[O:11])[O:15][C:18]([CH3:20])([CH3:19])[O:1]1)=[O:4] |f:2.3|. Procedure details: To a solution of 1-methyl 6-ethyl 2,4-dihydroxyadipate (1.5 g, 6.81 mmol) in methylene chloride (60 ml), dimethoxypropane (1.672 ml, 78 mmol) and pyridinium p-toluenesulfonate (251 mg, 1 mmol) were added and stirred under reflux conditions for one hour, followed by further stirring at 50° C. for one hour while azeotropically removing methanol with methylene chloride. Then, after adding methylene chloride (60 ml), the mixture was again stirred at 50° C. for one hour to remove methylene chloride (... Reactants: C(C1=CC=CC=C1)NC1CCC=2C3=C(N=CC2C1)N(N=C3)CC3=CC=C(C=C3)OC (N-benzyl-3-(4-methoxybenzyl)-6,7,8,9-tetrahydro-3H-pyrazolo[3,4-c]isoquinolin-7-amine), FC(C(=O)O)(F)F (trifluoroacetic acid). Run in C1(=CC=CC=C1)C (toluene). Conditions: temperature 65 celsius. Product: C(C1=CC=CC=C1)NC1CCC=2C3=C(N=CC2C1)NN=C3 (N-benzyl-6,7,8,9-tetrahydro-3H-pyrazolo[3,4-c]isoquinolin-7-amine), C(=O)(C(F)(F)F)O (TFA). RXN SMILES: [CH2:1]([NH:8][CH:9]1[CH2:18][C:17]2[CH:16]=[N:15][C:14]3[N:19](CC4C=CC(OC)=CC=4)[N:20]=[CH:21][C:13]=3[C:12]=2[CH2:11][CH2:10]1)[C:2]1[CH:7]=[CH:6][CH:5]=[CH:4][CH:3]=1.[F:31][C:32]([F:37])([F:36])[C:33]([OH:35])=[O:34]>C1(C)C=CC=CC=1>[CH2:1]([NH:8][CH:9]1[CH2:18][C:17]2[CH:16]=[N:15][C:14]3[NH:19][N:20]=[CH:21][C:13]=3[C:12]=2[CH2:11][CH2:10]1)[C:2]1[CH:7]=[CH:6][CH:5]=[CH:4][CH:3]=1.[C:33]([OH:35])([C:32]([F:37])([F:36])[F:31])=[O:34]. Procedure: To N-benzyl-3-(4-methoxybenzyl)-6,7,8,9-tetrahydro-3H-pyrazolo[3,4-c]isoquinolin-7-amine (0.030 g, 0.075 mmol) was added trifluoroacetic acid (3 mL). The reaction mixture was heated at 65° C. for 2 hours. On completion of the reaction, toluene (2 mL) was added and the solvent removed under reduced pressure. The crude product was purified using reverse phase HPLC to give the desired product, N-benzyl-6,7,8,9-tetrahydro-3H-pyrazolo[3,4-c]isoquinolin-7-amine as a TFA salt and a white solid (0.015 g...